This data is from the Open Reaction Database (ORD), a public repository of structured organic reaction records. The task is: describe an organic reaction: reactants, conditions, products, and yield Reactants: C(C)(C)(C)OC(=O)N1[C@@H](CCC1)C=1NC=C(N1)C1=CC=C(C=C1)C1CCC(N1C1=CC=C(C=C1)F)C1=CC=C(C=C1)NC(=O)[C@H]1N(CCC1)C(=O)OC(C)(C)C ((2S)-tert-butyl 2-(4-(5-(4-(2-((S)-1-(tert-butoxycarbonyl)pyrrolidin-2-yl)-1H-imidazol-4-yl)phenyl)-1-(4-fluorophenyl)pyrrolidin-2-yl)phenylcarbamoyl)pyrrolidine-1-carboxylate), Cl (hydrochloric acid). Solvent: O1CCOCC1 (dioxane). Reaction conditions: time 30 minute. The product is Cl.FC1=CC=C(C=C1)N1C(CCC1C1=CC=C(C=C1)C=1N=C(NC1)[C@H]1NCCC1)C1=CC=C(C=C1)NC(=O)[C@H]1NCCC1 ((2S)—N-(4-(1-(4-fluorophenyl)-5-(4-(2-((S)-pyrrolidin-2-yl)-1H-imidazol-4-yl)phenyl)pyrrolidin-2-yl)phenyl)pyrrolidine-2-carboxamide hydrochloride salt). Reaction SMILES: C(OC([N:8]1[CH2:12][CH2:11][CH2:10][C@H:9]1[C:13]1[NH:14][CH:15]=[C:16]([C:18]2[CH:23]=[CH:22][C:21]([CH:24]3[N:28]([C:29]4[CH:34]=[CH:33][C:32]([F:35])=[CH:31][CH:30]=4)[CH:27]([C:36]4[CH:41]=[CH:40][C:39]([NH:42][C:43]([C@@H:45]5[CH2:49][CH2:48][CH2:47][N:46]5C(OC(C)(C)C)=O)=[O:44])=[CH:38][CH:37]=4)[CH2:26][CH2:25]3)=[CH:20][CH:19]=2)[N:17]=1)=O)(C)(C)C.[ClH:57]>O1CCOCC1>[ClH:57].[F:35][C:32]1[CH:33]=[CH:34][C:29]([N:28]2[CH:24]([C:21]3[CH:20]=[CH:19][C:18]([C:16]4[N:17]=[C:13]([C@@H:9]5[CH2:10][CH2:11][CH2:12][NH:8]5)[NH:14][CH:15]=4)=[CH:23][CH:22]=3)[CH2:25][CH2:26][CH:27]2[C:36]2[CH:41]=[CH:40][C:39]([NH:42][C:43]([C@@H:45]3[CH2:49][CH2:48][CH2:47][NH:46]3)=[O:44])=[CH:38][CH:37]=2)=[CH:30][CH:31]=1 |f:3.4|. Procedure: Dissolved the product from Example 39H (350 mg, 0.458 mmol) in 4M hydrochloric acid in dioxane solution (6 mL) and stirred the solution at room temperature for 30 min then concentrated the mixture under high vacuum to a solid (approx. 310 mg) as a hydrochloride salt that was used directly in the next reaction. Starting materials: C(C)(=O)[O-].C(C)(=O)[O-].C(C)(=O)[O-].ClC1=CC=C(C2=CC=C(C(=C2)CC)[Pb+3])C=C1 (4′-Chloro-3-ethylbiphen-4-yllead triacetate), Cl (hydrochloric acid), C(Cl)(Cl)Cl (chloroform), C1(=CC=CC=C1)C (toluene). The reagents and catalysts are CN(C1=CC=NC=C1)C (4-dimethylaminopyridine). Run at temperature 80 celsius. Yields the product ClC1=CC=C(C2=CC=C(C(=C2)CC)C2C(C3CCC(C2=O)C3)=O)C=C1 (3-(4′-chloro-3-ethylbiphen-4-yl) bicyclo[3.2.1]octane-2,4-dione). Reaction SMILES: C(Cl)(Cl)Cl.[C:5]([O-:8])(=O)[CH3:6].[C:9]([O-:12])(=O)[CH3:10].C([O-])(=O)C.[Cl:17][C:18]1[CH:32]=[CH:31][C:21]([C:22]2[CH:27]=[C:26]([CH2:28][CH3:29])[C:25]([Pb+3])=[CH:24][CH:23]=2)=[CH:20][CH:19]=1.Cl.[C:34]1(C)[CH:39]=CC=[CH:36][CH:35]=1>CN(C)C1C=CN=CC=1>[Cl:17][C:18]1[CH:32]=[CH:31][C:21]([C:22]2[CH:27]=[C:26]([CH2:28][CH3:29])[C:25]([CH:6]3[C:5](=[O:8])[CH:35]4[CH2:36][CH:10]([CH2:39][CH2:34]4)[C:9]3=[O:12])=[CH:24][CH:23]=2)=[CH:20][CH:19]=1 |f:1.2.3.4|. Procedure: Bicyclo[3.2.1]-2,4-dione (0.20 g, 1.44 mmol) and 4-dimethylaminopyridine (0.88 g, 7.21_mmol) are added to a mixture of chloroform (4 ml) and toluene (1 ml), and the reaction mixture is flushed with nitrogen for 15 minutes at ambient temperature. 4′-Chloro-3-ethylbiphen-4-yllead triacetate (0.95 g, 1.58 mmol) is added in one portion and the reaction mixture is stirred and heated to 80° C. under an atmosphere of nitrogen for 1 hour. The reaction mixture is cooled to room temperature, acidified to ... Starting materials: ClC1=CC=C(C=C1)C1=NN=C(S1)NC(C1=C(C=CC=C1C)C)=O (N-[5-(4-chlorophenyl)-1,3,4-thiadiazol-2-yl]-2,6-dimethylbenzamide), FC(C1=CC=C(C=C1)C1=NN=C(S1)NC(C1=C(C=CC=C1OC)OC)=O)(F)F (N-[5-(4-trifluoromethylphenyl)-1,3,4-thiadiazol-2-yl]-2,6-dimethoxybenzamide), FC(C1=CC=C(C=C1)C1=NN=C(S1)NC(C1=C(C=CC=C1C)C)=O)(F)F (N-[5-(4-trifluoromethylphenyl)-1,3,4-thiadiazol-2-yl]-2,6-dimethylbenzamide), COC1=C(C(=O)N)C(=CC=C1)OC (2,6-dimethoxybenzamide), FC1=CC=C(C=C1)C1=NN=C(S1)NC(C1=C(C=CC=C1OC)OC)=O (N-[5-(4-fluorophenyl)-1,3,4-thiadiazol-2-yl]-2,6-dimethoxybenzamide), N-[5-(4-pentfluorethoxyphenyl)-1,3,4-thiadiazol-2-yl]-2,6-dimethoxybenzamide, ClC=1C=C(C=CC1)C1=NN=C(S1)NC(C1=C(C=CC=C1OC)OC)=O (N-[5-(3-chlorophenyl)-1,3,4-thiadiazol-2-yl]-2,6-dimethoxybenzamide), FC1=CC2=C(OC(=C2)C2=NN=C(S2)NC(C2=C(C=CC=C2OC)OC)=O)C=C1 (N-[5-(5-fluoro-2-benzo[b]furyl)-1,3,4-thiadiazol-2-yl]-2,6-dimethoxybenzamide), FC(C=1C=C(C=C(C1)C(F)(F)F)C1=NN=C(S1)NC(C1=C(C=CC=C1OC)OC)=O)(F)F (N-[5-(3,5-bis-(trifluoromethyl)phenyl]-1,3,4-thiadiazol-2-yl]-2,6-dimethoxybenzamide), N-[5-(2-benxo[b]furyl)-1,3,4-thiadiazol-2-yl]-2,6-dimethoxybenzamide, ClC1=CC=C(C=C1)C1=NN=C(S1)NC(C1=C(C=CC=C1OC)OC)=O (N-[5-(4-chlorophenyl)-1,3,4-thiadiazol-2-yl]-2,6-dimethoxybenzamide), FC1=CC=C(C=C1)C1=NN=C(S1)NC(C1=C(C=CC=C1C)C)=O (N-[5-(4-fluorophenyl)-1,3,4-thiadiazol-2-yl]-2,6-dimethylbenzamide), FC(C=1C=C(C=CC1)C1=NN=C(S1)NC(C1=C(C=CC=C1OC)OC)=O)(F)F (N-[5-(3-trifluoromethylphenyl)-1,3,4-thiadiazol-2-yl]-2,6-dimethoxybenzamide). Product: FCOC=1C=C(C=CC1)C1=NN=C(S1)NC(C1=C(C=CC=C1OC)OC)=O (N-[5-(3-fluoromethoxyphenyl)-1,3,4-thiadiazol-2-yl]-2,6-dimethoxybenzamide). RXN SMILES: Cl[C:2]1[CH:7]=[CH:6][C:5]([C:8]2[S:12][C:11]([NH:13][C:14](=[O:23])[C:15]3[C:20](C)=[CH:19][CH:18]=[CH:17][C:16]=3C)=[N:10][N:9]=2)=[CH:4][CH:3]=1.ClC1C=CC(C2SC(N[C:37](=[O:48])C3C(OC)=CC=CC=3OC)=NN=2)=CC=1.FC1C=CC(C2SC(N[C:62](=[O:71])C3C(C)=CC=CC=3C)=NN=2)=CC=1.F[C:73]([F:97])(F)C1C=CC(C2SC(NC(=O)C3C(C)=CC=CC=3C)=NN=2)=CC=1.FC1C=CC(C2SC(NC(=O)C3C([O:118]C)=CC=CC=3OC)=NN=2)=CC=1.FC(F)(F)C1C=C(C2SC(NC(=O)C3C(OC)=CC=CC=3OC)=NN=2)C=CC=1.ClC1C=C(C2SC(NC(=O)C3C(OC)=CC=CC=3OC)=NN=2)C=CC=1.FC(F)(F)C1C=C(C2SC(NC(=O)C3C(OC)=CC=CC=3OC)=NN=2)C=C(C(F)(F)F)C=1.FC(F)(F)C1C=CC(C2SC(NC(=O)C3C(OC)=CC=CC=3OC)=NN=2)=CC=1.FC1C=CC2OC(C3SC(NC(=O)C4C(OC)=CC=CC=4OC)=NN=3)=CC=2C=1.COC1C=CC=C(OC)C=1C(N)=O>>[F:97][CH2:73][O:118][C:3]1[CH:4]=[C:5]([C:8]2[S:12][C:11]([NH:13][C:14](=[O:23])[C:15]3[C:20]([O:71][CH3:62])=[CH:19][CH:18]=[CH:17][C:16]=3[O:48][CH3:37])=[N:10][N:9]=2)[CH:6]=[CH:7][CH:2]=1. Procedure: The preferred compounds of this invention are N-[5-(4-chlorophenyl)-1,3,4-thiadiazol-2-yl]-2,6-dimethylbenzamide, N-[5-(4-chlorophenyl)-1,3,4-thiadiazol-2-yl]-2,6-dimethoxybenzamide, N-[5-(4-fluorophenyl)-1,3,4-thiadiazol-2-yl]-2,6-dimethylbenzamide, N-[5-(4-trifluoromethylphenyl)-1,3,4-thiadiazol-2-yl]-2,6-dimethylbenzamide, N-[5-(4-fluorophenyl)-1,3,4-thiadiazol-2-yl]-2,6-dimethoxybenzamide, N-[5-(3-trifluoromethylphenyl)-1,3,4-thiadiazol-2-yl]-2,6-dimethoxybenzamide, N-[5-(2-benxo[b]furyl)-1,... The reactants are NC=1C=CC=2C=3C(=CNC2C1)C(N(N3)C3=CC=CC=C3)=O (7-Amino-2-phenyl-2,5-dihydro-pyrazolo-[4,3-c]quinolin-3-one), CN1CCNCC1 (1-methylpiperazine). Yields the product CN1CCN(CC1)C=1C=CC=2C=3C(=CNC2C1)C(N(N3)C3=CC=CC=C3)=O (7-(4-Methylpiperazin-1-yl)-2-phenyl-2,5-dihydro-pyrazolo[4,3-c]quinolin-3-one). Reaction SMILES: [NH2:1][C:2]1[CH:3]=[CH:4][C:5]2[C:6]3[C:7]([C:12](=[O:21])[N:13]([C:15]4[CH:20]=[CH:19][CH:18]=[CH:17][CH:16]=4)[N:14]=3)=[CH:8][NH:9][C:10]=2[CH:11]=1.[CH3:22][N:23]1[CH2:28][CH2:27]N[CH2:25][CH2:24]1>>[CH3:22][N:23]1[CH2:28][CH2:27][N:1]([C:2]2[CH:3]=[CH:4][C:5]3[C:6]4[C:7]([C:12](=[O:21])[N:13]([C:15]5[CH:20]=[CH:19][CH:18]=[CH:17][CH:16]=5)[N:14]=4)=[CH:8][NH:9][C:10]=3[CH:11]=2)[CH2:25][CH2:24]1. Procedure: The title compound was prepared following the procedure in Step 5 using 13a and 1-methylpiperazine. 1H-NMR (CD3OD) δ (ppm): 2.44 (3H, s), 2.74 (4H, brm), 3.44 (4H, brm), 7.03 (1H, d, J=2.20 Hz), 7.27 (1H, ddd, J=7.41, 1.64, 1.10 Hz), 7.35 (1H, dd, J=9.07, 2.47 Hz), 7.65 (2H, m), 7.99 (2H, m), 8.17 (1H, d, J=9.07 Hz), 8.53 (1H, s). m/z 360.4 (MH+). Reactants: BrCC1CC1, CCO, CCOC(C)=O, [Na+], O=C([O-])O, Sc1nc2ccccc2s1. Yields the product c1ccc2sc(SCC3CC3)nc2c1. RXN SMILES: [Br:11][CH2:12][CH:13]1[CH2:14][CH2:15]1.[CH3:21][CH2:22][OH:23].[CH3:24][CH2:25][O:26][C:27](=[O:28])[CH3:29].[Na+:16].[OH:17][C:18](=[O:19])[O-:20].[SH:1][c:2]1[s:3][c:4]2[c:5]([n:6]1)[cH:7][cH:8][cH:9][cH:10]2>>[S:1]([c:2]1[s:3][c:4]2[c:5]([n:6]1)[cH:7][cH:8][cH:9][cH:10]2)[CH2:12][CH:13]1[CH2:14][CH2:15]1. The reactants are CSC1C(=O)Nc2c(C(=O)c3ccc(F)cc3)cc(Cl)cc21, C1CCOC1. Product: O=C1Cc2cc(Cl)cc(C(=O)c3ccc(F)cc3)c2N1. Reaction SMILES: [Cl:1][c:2]1[cH:3][c:4]2[c:8]([c:9]([C:11]([c:12]3[cH:13][cH:14][c:15]([F:18])[cH:16][cH:17]3)=[O:19])[cH:10]1)[NH:7][C:6](=[O:20])[CH:5]2[S:21][CH3:22].[O:23]1[CH2:24][CH2:25][CH2:26][CH2:27]1>>[Cl:1][c:2]1[cH:3][c:4]2[c:8]([c:9]([C:11]([c:12]3[cH:13][cH:14][c:15]([F:18])[cH:16][cH:17]3)=[O:19])[cH:10]1)[NH:7][C:6](=[O:20])[CH2:5]2. Starting materials: BrC1(CC(C=O)=CC=C1O)OC (3-bromovanillin), N1C=NC=C1 (imidazole), CN(C)C=O (DMF), O (water), [Si](C)(C)(C(C)(C)C)Cl (t-butyldimethylsilyl chloride), CN(C)C=O (DMF). Reagents/catalysts: CN(C)C1=CC=NC=C1 (4-(N,N-dimethylamino)pyridine). Run at time 30 minute. Product: BrC=1C=C(C=O)C=C(C1O[Si](C)(C)C(C)(C)C)OC (3-bromo-4-(t-butyldimethylsilyloxy)-5-methoxybenzaldehyde). RXN SMILES: [Br:1][C:2]1(OC)[C:9]([OH:10])=[CH:8][CH:7]=[C:4]([CH:5]=[O:6])[CH2:3]1.N1C=CN=C1.[Si:18](Cl)([C:21]([CH3:24])([CH3:23])[CH3:22])([CH3:20])[CH3:19].O.CN([CH:30]=[O:31])C>CN(C1C=CN=CC=1)C>[Br:1][C:2]1[CH:3]=[C:4]([CH:7]=[C:8]([O:31][CH3:30])[C:9]=1[O:10][Si:18]([C:21]([CH3:24])([CH3:23])[CH3:22])([CH3:20])[CH3:19])[CH:5]=[O:6]. Procedure details: A solution of 3-bromovanillin (1.16 g, TCI) in anhydrous DMF (20 ml) was added with imidazole (408 mg, TCI), added dropwise with a solution of 4-(N,N-dimethylamino)pyridine (25 mg) and t-butyldimethylsilyl chloride (904 mg, TCI) in DMF (15 ml) under ice cooling, stirred 30 minutes, then warmed to room temperature, and further stirred 3 hours. The reaction mixture was added with water (100 ml), and extracted with ethyl acetate (100 ml). The organic layer was washed with saturated brine and dried,... Yields the product (tetrahydroabietyl)-2,4 di-tert-butyl phenyl phosphite, P(OC1=C(C=C(C=C1)C(C)(C)C)C(C)(C)C)(OC1=CC=CC=C1)OC1=CC=CC=C1 (2,4 di-tert-butylphenyl diphenyl phosphite). The reactants are C[O-].[Na+] (sodium methylate), C(C)(C)(C)C1=C(C=CC(=C1)C(C)(C)C)C1=C(C=CC=C1)O (2,4 di-tert-butylphenyl phenol), P(OC1=CC=CC=C1)(OC1=CC=CC=C1)OC1=CC=CC=C1 (triphenyl phosphite). Procedure details: Bis (tetrahydroabietyl)-2,4 di-tert-butyl phenyl phosphite was prepared by first reacting 206 g (1 mol) of 2,4 di-tert-butylphenyl phenol with 310 g (1 mol) of triphenyl phosphite catalyzed with 2 g of sodium methylate (or phenate) to obtain a nominal 2,4 di-tert-butylphenyl diphenyl phosphite. Phenol was distilled through a 20 cm Raschig ring packed column to 150° C. and 30 mm. The reaction terminates at 190° C. at 4 mm after distilling the calculated 1 mol of phenol. The product mixture contai... Reaction SMILES: [C:1]([C:5]1[CH:10]=[C:9]([C:11]([CH3:14])([CH3:13])[CH3:12])[CH:8]=[CH:7][C:6]=1C1C=CC=CC=1O)([CH3:4])([CH3:3])[CH3:2].[P:22]([O:37]C1C=CC=CC=1)([O:30][C:31]1[CH:36]=[CH:35][CH:34]=[CH:33][CH:32]=1)[O:23][C:24]1[CH:29]=[CH:28][CH:27]=[CH:26][CH:25]=1.C[O-].[Na+]>>[P:22]([O:23][C:24]1[CH:25]=[CH:26][CH:27]=[CH:28][CH:29]=1)([O:30][C:31]1[CH:32]=[CH:33][CH:34]=[CH:35][CH:36]=1)[O:37][C:6]1[CH:7]=[CH:8][C:9]([C:11]([CH3:14])([CH3:13])[CH3:12])=[CH:10][C:5]=1[C:1]([CH3:3])([CH3:2])[CH3:4] |f:2.3|. Starting materials: C1CCCCC1, CN(C)CCN(C)C, CCCCCC, ClC(Cl)(Cl)C(Cl)(Cl)Cl, Cc1ccc(Cl)cc1F, Cl, C1CCOC1. The product is Cc1ccc(Cl)c(Cl)c1F. Reaction SMILES: [CH2:32]1[CH2:33][CH2:34][CH2:35][CH2:36][CH2:37]1.[CH3:1][N:2]([CH3:3])[CH2:4][CH2:5][N:6]([CH3:7])[CH3:8].[CH3:38][CH2:39][CH2:40][CH2:41][CH2:42][CH3:43].[Cl:18][C:19]([C:20]([Cl:21])([Cl:22])[Cl:23])([Cl:24])[Cl:25].[Cl:9][c:10]1[cH:11][c:12]([F:17])[c:13]([CH3:16])[cH:14][cH:15]1.[ClH:26].[O:27]1[CH2:28][CH2:29][CH2:30][CH2:31]1>>[Cl:9][c:10]1[c:11]([Cl:18])[c:12]([F:17])[c:13]([CH3:16])[cH:14][cH:15]1. The reactants are CCO, CCOC(=O)C=Cc1ccc(Cl)nc1. Product: CCOC(=O)CCc1ccc(Cl)nc1. As a reaction SMILES: [CH3:15][CH2:16][OH:17].[Cl:1][c:2]1[n:3][cH:4][c:5]([CH:8]=[CH:9][C:10](=[O:11])[O:12][CH2:13][CH3:14])[cH:6][cH:7]1>>[Cl:1][c:2]1[n:3][cH:4][c:5]([CH2:8][CH2:9][C:10](=[O:11])[O:12][CH2:13][CH3:14])[cH:6][cH:7]1.